describe an organic reaction: reactants, conditions, products, and yield From a dataset of the Open Reaction Database (ORD), a public repository of structured organic reaction records. The reactants are ( VIII ), S(O)(O)(=O)=O (sulfuric acid), ion, C1=CC=C2C=CC=C3C2=C1C1=NC2=CC=CC=C2N=C13 (acenaphtho[1,2-b]quinoxaline). Run in O (water). Reaction conditions: time 48 hour. The product is C1=C(C=C2C=CC=C3C2=C1C1=NC2=CC=CC=C2N=C13)S(=O)(=O)O (acenaphtho[1,2-b]quinoxaline-2-sulfonic acid). As a reaction SMILES: [S:1](=[O:5])(=O)([OH:3])[OH:2].[CH:6]1[C:15]2[C:16]3[C:25]([C:13]4[C:14]=2[C:9]([CH:10]=[CH:11][CH:12]=4)=[CH:8][CH:7]=1)=[N:24][C:23]1[C:18](=[CH:19][CH:20]=[CH:21][CH:22]=1)[N:17]=3>O>[CH:6]1[C:15]2[C:16]3[C:25]([C:13]4[C:14]=2[C:9]([CH:10]=[CH:11][CH:12]=4)=[CH:8][C:7]=1[S:1]([OH:3])(=[O:5])=[O:2])=[N:24][C:23]1[C:18](=[CH:19][CH:20]=[CH:21][CH:22]=1)[N:17]=3. Procedure details: As represented by the following reaction formula (VIII), 30% fuming sulfuric acid (2.1 L) was added to 300 g of acenaphtho[1,2-b]quinoxaline and the mixture was stirred at room temperature for 48 hours for reaction. While keeping the obtained solution at 40° C. to 50° C., 4.5 L of ion exchange water was added for dilution, and the resultant was further stirred for 3 hours. The precipitate was filtered and, after being washed with 1 L of acetone for three times, the resultant was filtered and sub... Starting materials: CC(C)(C)OC(C(CCN1C(C=2C=C3C(=CC2C1=O)C=CC=C3)=O)NC(CC(C)C)C(=O)NCCN3CCOCC3)=O (4-(1,3-dihydro-1,3-dioxo-2H-benz[f]isoindol-2-yl)-2-[[3-methyl-1-[[(2-morpholin-4-yl-ethyl)amino]carbonyl]butyl]amino]-butanoic acid-1,1-dimethylethyl ester), ( A ). The solvent is C(=O)(C(F)(F)F)O (TFA). Reaction conditions: time 20 hour. Product: O=C1N(C(C=2C=C3C(=CC12)C=CC=C3)=O)CC[C@H](C(=O)O)N[C@@H](CC(C)C)C(=O)NCCN3CCOCC3 (4-(1,3-Dihydro-1,3-dioxo-2H-benz[f]isoindol-2-yl)-2-(R)-[[3-methyl-1-(S)-[[(2-morpholin-4-ylethyl)amino]carbonyl]butyl]amino]-butanoic acid). As a reaction SMILES: CC([O:5][C:6](=[O:42])[CH:7]([NH:25][CH:26]([C:31]([NH:33][CH2:34][CH2:35][N:36]1[CH2:41][CH2:40][O:39][CH2:38][CH2:37]1)=[O:32])[CH2:27][CH:28]([CH3:30])[CH3:29])[CH2:8][CH2:9][N:10]1[C:18](=[O:19])[C:17]2[CH:16]=[C:15]3[CH:20]=[CH:21][CH:22]=[CH:23][C:14]3=[CH:13][C:12]=2[C:11]1=[O:24])(C)C>C(O)(C(F)(F)F)=O>[O:24]=[C:11]1[C:12]2[CH:13]=[C:14]3[CH:23]=[CH:22][CH:21]=[CH:20][C:15]3=[CH:16][C:17]=2[C:18](=[O:19])[N:10]1[CH2:9][CH2:8][C@@H:7]([NH:25][C@H:26]([C:31]([NH:33][CH2:34][CH2:35][N:36]1[CH2:41][CH2:40][O:39][CH2:38][CH2:37]1)=[O:32])[CH2:27][CH:28]([CH3:30])[CH3:29])[C:6]([OH:42])=[O:5]. Reported procedure: 240 mg of 4-(1,3-dihydro-1,3-dioxo-2H-benz[f]isoindol-2-yl)-2-[[3-methyl-1-[[(2-morpholin-4-yl-ethyl)amino]carbonyl]butyl]amino]-butanoic acid-1,1-dimethylethyl ester from part (A), was dissolved in TFA:H20 (9:1) and allowed to stand for 20 h. The solvents were removed by evaporation, and the resulting oil was purified by reverse phase H.P.L.C. The solvents were removed by lyopholization to give the title compound as a white solid; 145 mg.